From a dataset of the Open Reaction Database (ORD), a public repository of structured organic reaction records. describe an organic reaction: reactants, conditions, products, and yield Reactants: COC=C(C(=O)OC)c1ccccc1Oc1cc(Oc2ccccc2C#N)ncn1, CCCCCC[N+](CCCCCC)(CCCCCC)CCCCCC, ClCCl, [K+], O=[Mn](=O)(=O)[O-], O, O=S(=O)([O-])O. Yields the product COC(=O)C(=O)c1ccccc1Oc1cc(Oc2ccccc2C#N)ncn1. Reaction SMILES: [C:2](#[N:3])[c:4]1[c:5]([O:6][c:7]2[cH:8][c:9]([O:13][c:14]3[c:15]([C:20]([C:21](=[O:22])[O:23][CH3:24])=[CH:25][O:26][CH3:27])[cH:16][cH:17][cH:18][cH:19]3)[n:10][cH:11][n:12]2)[cH:28][cH:29][cH:30][cH:31]1.[CH2:46]([N+:47]([CH2:48][CH2:49][CH2:50][CH2:51][CH2:52][CH3:53])([CH2:54][CH2:55][CH2:56][CH2:57][CH2:58][CH3:59])[CH2:60][CH2:61][CH2:62][CH2:63][CH2:64][CH3:65])[CH2:66][CH2:67][CH2:68][CH2:69][CH3:70].[Cl:38][CH2:39][Cl:40].[K+:37].[Mn:32](=[O:33])([O-:34])(=[O:35])=[O:36].[OH2:1].[S:41]([O-:42])([OH:43])(=[O:44])=[O:45]>>[C:2](#[N:3])[c:4]1[c:5]([O:6][c:7]2[cH:8][c:9]([O:13][c:14]3[c:15]([C:20]([C:21](=[O:22])[O:23][CH3:24])=[O:33])[cH:16][cH:17][cH:18][cH:19]3)[n:10][cH:11][n:12]2)[cH:28][cH:29][cH:30][cH:31]1. Reactants: [Na] (sodium), C1(=CC=C(C=C1)N=CC1=CC=C(C=C1)O)C (4-[N-(p-tolyl)formimidoyl]phenol), BrC(C(=O)OCC)(C)C (ethyl 2-bromo-2-methylpropionate). Solvent: C(C)O (ethanol). Yields the product C1(=CC=C(C=C1)N=CC1=CC=C(OC(C(=O)OCC)(C)C)C=C1)C (ethyl 2-[4-{N-(p-tolyl)formimidoyl}phenoxy]-2-methylpropionate). The yield is 61.8%. As a reaction SMILES: [Na].[C:2]1([CH3:17])[CH:7]=[CH:6][C:5]([N:8]=[CH:9][C:10]2[CH:15]=[CH:14][C:13]([OH:16])=[CH:12][CH:11]=2)=[CH:4][CH:3]=1.Br[C:19]([CH3:26])([CH3:25])[C:20]([O:22][CH2:23][CH3:24])=[O:21]>C(O)C>[C:2]1([CH3:17])[CH:3]=[CH:4][C:5]([N:8]=[CH:9][C:10]2[CH:15]=[CH:14][C:13]([O:16][C:19]([CH3:26])([CH3:25])[C:20]([O:22][CH2:23][CH3:24])=[O:21])=[CH:12][CH:11]=2)=[CH:6][CH:7]=1 |^1:0|. Procedure: (a) To 50 ml of absolute ethanol is added 0.58 g of sodium, and 4.2 g of 4-[N-(p-tolyl)formimidoyl]phenol and then 7.84 g of ethyl 2-bromo-2-methylpropionate are added to the solution at room temperature with stirring. The mixture is refluxed under heating and with stirring for 5 hours on an oil bath. After distilling off the ethanol from the reaction mixture, the residue is dissolved in ether. The solution is washed with 5% aqueous solution of sodium hydroxide and then with water. After drying ... Reactants: C(O)([O-])=O.[Na+] (sodium hydrogencarbonate), FC(S(=O)(=O)O)(F)F (trifluoromethanesulfonic acid), C1CCOC1 (THF), O=C1[C@@H]([C@H]2CC(=C(N12)C(=O)OCC=C)C1=CC(=CC=C1)CO[Si](CC)(CC)CC)[C@@H](C)O[Si](CC)(CC)CC (allyl (5R,6S)-7-oxo-6-{(1R)-1-[(triethylsilyl)oxy]ethyl}-3-(3-{[(triethylsilyl)oxy]methyl}phenyl)-1-azabicyclo[3.2.0]hept-2-ene-2-carboxylate). Run in O (water). Reaction conditions: time 1 hour. Yields the product O[C@H](C)[C@@H]1[C@H]2CC(=C(N2C1=O)C(=O)OCC=C)C1=CC(=CC=C1)CO (allyl (5R,6S)-6-[(1R)-1-hydroxyethyl]-3-[3-(hydroxymethyl)phenyl]-7-oxo-1-azabicyclo[3.2.0]hept-2-ene-2-carboxylate). As a reaction SMILES: FC(F)(F)S(O)(=O)=O.C1COCC1.[O:14]=[C:15]1[N:21]2[C@H:17]([CH2:18][C:19]([C:28]3[CH:33]=[CH:32][CH:31]=[C:30]([CH2:34][O:35][Si](CC)(CC)CC)[CH:29]=3)=[C:20]2[C:22]([O:24][CH2:25][CH:26]=[CH2:27])=[O:23])[C@H:16]1[C@H:43]([O:45][Si](CC)(CC)CC)[CH3:44].C(=O)([O-])O.[Na+]>O>[OH:45][C@@H:43]([C@H:16]1[C:15](=[O:14])[N:21]2[C@@H:17]1[CH2:18][C:19]([C:28]1[CH:33]=[CH:32][CH:31]=[C:30]([CH2:34][OH:35])[CH:29]=1)=[C:20]2[C:22]([O:24][CH2:25][CH:26]=[CH2:27])=[O:23])[CH3:44] |f:3.4|. Procedure details: Anhydrous trifluoromethanesulfonic acid was added to THF (7 ml) and water (4 ml), and the solution was adjusted to pH2.2. To the solution was added at 0° C. allyl (5R,6S)-7-oxo-6-{(1R)-1-[(triethylsilyl)oxy]ethyl}-3-(3-{[(triethylsilyl)oxy]methyl}phenyl)-1-azabicyclo[3.2.0]hept-2-ene-2-carboxylate (520 mg). After stirring for 1 hour, thereto was added a saturated aqueous sodium hydrogencarbonate solution, and the solution was extracted with ethyl acetate. The organic layer was washed with a satu... Starting materials: C(C)#N (acetonitrile), [N+](=O)([O-])C1=CC=C(C=C1)NN (4-nitrophenylhydrazine), C(=O)O (formic acid). Reaction conditions: time 20 minute. The product is C(=O)NNC1=CC=C(C=C1)[N+](=O)[O-] (1-formyl-2-(4-nitrophenyl)hydrazine). Isolated yield 929.9%. Reaction SMILES: C(#N)C.[N+:4]([C:7]1[CH:12]=[CH:11][C:10]([NH:13][NH2:14])=[CH:9][CH:8]=1)([O-:6])=[O:5].[CH:15](O)=[O:16]>>[CH:15]([NH:14][NH:13][C:10]1[CH:9]=[CH:8][C:7]([N+:4]([O-:6])=[O:5])=[CH:12][CH:11]=1)=[O:16]. Procedure: Then, according to the method described in Japanese Patent Application (OPI) No. 74729/79, 1-formyl-2-(4-aminophenyl)hydrazine was produced. That is, to 1.6 liters of acetonitrile was added 45 g of 4-nitrophenylhydrazine and then 322 g of formic acid was gradually added to the mixture with stirring, whereby a homogeneous solution was obtained. After 20 minutes, crystals began to deposit. After further performing the reaction for 2 hours at an inside temperature of 80° C., the reaction mixture wa... Reactants: COC=1C=C(C=C(C1O)OC)C(CS)S (1-(3,5-dimethoxy-4-hydroxyphenyl)-1,2-ethanedithiol), COC=1C=C(C=O)C=C(C1OC)OC (3,4,5-trimethoxybenzaldehyde), C1(=CC=C(C=C1)S(=O)(=O)[O-])C.[NH+]1=CC=CC=C1 (pyridinium paratoluene sulfonate), C1=CC=CC=C1 (benzene). Run in C1=CC=CC=C1.O (benzene water). Product: COC=1C=C(C=C(C1OC)OC)C1SCC(S1)C1=CC(=C(C(=C1)OC)O)OC (2-(3,4,5-trimethoxyphenyl)-4-(3,5-dimethoxy-4-hydroxyphenyl)-1,3-dithiolane). Reaction SMILES: [CH3:1][O:2][C:3]1[CH:4]=[C:5]([CH:12]([SH:15])[CH2:13][SH:14])[CH:6]=[C:7]([O:10][CH3:11])[C:8]=1[OH:9].[CH3:16][O:17][C:18]1[CH:19]=[C:20]([CH:23]=[C:24]([O:28][CH3:29])[C:25]=1[O:26][CH3:27])[CH:21]=O.C1(C)C=CC(S([O-])(=O)=O)=CC=1.[NH+]1C=CC=CC=1.C1C=CC=CC=1>C1C=CC=CC=1.O>[CH3:29][O:28][C:24]1[CH:23]=[C:20]([CH:21]2[S:15][CH:12]([C:5]3[CH:6]=[C:7]([O:10][CH3:11])[C:8]([OH:9])=[C:3]([O:2][CH3:1])[CH:4]=3)[CH2:13][S:14]2)[CH:19]=[C:18]([O:17][CH3:16])[C:25]=1[O:26][CH3:27] |f:2.3,5.6|. Procedure details: 1-(3,5-dimethoxy-4-hydroxyphenyl)-1,2-ethanedithiol (40) (2.10 g, 8.54 mmole), 3,4,5-trimethoxybenzaldehyde (24) (1.28 g, 6.57 mmole) and 0.857 g of pyridinium paratoluene sulfonate are added to 60 ml dry benzene and refluxed with Dean-Stark removal of the benzene-water azeotrope overnight. The benzene is removed in vacuo, and the remaining oil is extracted into 10% NaOH which was washed with diethylether. The basic layer is reacidified with 10% HCl and the desired product is extracted into ethy... Reaction SMILES: FC(F)(F)C(O)=O.[NH:8]1[CH2:13][CH2:12][CH2:11][CH:10]([NH:14][C:15]([N:17]2[CH2:22][CH2:21][C:20]3[NH:23][N:24]=[C:25]([C:26]4[CH:31]=[CH:30][N:29]=[CH:28][CH:27]=4)[C:19]=3[CH2:18]2)=[O:16])[CH2:9]1.[F:32][C:33]1[CH:40]=[CH:39][CH:38]=[CH:37][C:34]=1[CH:35]=O.C(O[BH-](OC(=O)C)OC(=O)C)(=O)C.[Na+].[Na]>C(O)(=O)C.ClCCl>[F:32][C:33]1[CH:40]=[CH:39][CH:38]=[CH:37][C:34]=1[CH2:35][N:8]1[CH2:13][CH2:12][CH2:11][CH:10]([NH:14][C:15]([N:17]2[CH2:22][CH2:21][C:20]3[NH:23][N:24]=[C:25]([C:26]4[CH:27]=[CH:28][N:29]=[CH:30][CH:31]=4)[C:19]=3[CH2:18]2)=[O:16])[CH2:9]1 |f:0.1,3.4,^1:54|. Procedure: In a flask, dichloromethane (0.295 mL) and acetic acid (2 drops) was added to N-(piperidin-3-yl)-3-(pyridin-4-yl)-6,7-dihydro-1H-pyrazolo[4,3-c]pyridine-5(4H)-carboxamide trifluoroacetate salt (0.021 g, 0.05 mmol) and 2-fluorobenzaldehyde (0.0124 g, 0.1 mmol). The reaction was sonicated for 1 hr. Sodium triacetoxyborohydride (0.050 g, 0.25 mmol) was added in one portion. The reaction was stirred for an additional 16 hours. Saturated sodium bicarbarbonate (1 mL) was added. The reaction was stirre... The product is FC1=C(CN2CC(CCC2)NC(=O)N2CC3=C(CC2)NN=C3C3=CC=NC=C3)C=CC=C1 (N-(1-(2-fluorobenzyl)piperidin-3-yl)-3-(pyridin-4-yl)-6,7-dihydro-1H-pyrazolo[4,3-c]pyridine-5(4H)-carboxamide). The solvent is ClCCl (dichloromethane). The reagents and catalysts are C(C)(=O)O (acetic acid). Run at time 16 hour. Starting materials: FC(C(=O)O)(F)F.N1CC(CCC1)NC(=O)N1CC2=C(CC1)NN=C2C2=CC=NC=C2 (N-(piperidin-3-yl)-3-(pyridin-4-yl)-6,7-dihydro-1H-pyrazolo[4,3-c]pyridine-5(4H)-carboxamide trifluoroacetate salt), FC1=C(C=O)C=CC=C1 (2-fluorobenzaldehyde), [Na] (sodium), C(C)(=O)O[BH-](OC(C)=O)OC(C)=O.[Na+] (Sodium triacetoxyborohydride). Starting materials: CC(C)(C)OC(=O)N[C@@H](CCS(=O)(=O)C)C(=O)O (N-Boc-L-methionine sulfone), C1CCC(CC1)N=C=NC2CCCCC2 (DCC), Cl.C(C1=CC=CC=C1)OC([C@H]1NCCC1)=O (L-proline benzyl ester hydrochloride salt), C=1C=CC2=C(C1)N=NN2O (HOBt), CN1CCOCC1 (NMM). Run in ClCCl (dichloromethane). Conditions: time 10 minute. Product: CC(C)(C)OC(=O)N[C@@H](CCS(=O)(=O)C)C(=O)O.C(C1=CC=CC=C1)OC([C@H]1NCCC1)=O (N-Boc-L-methionine sulfone L-proline-O-benzyl ester), white solid. Isolated yield 100.0%. Reaction SMILES: [CH3:1][C:2]([O:5][C:6]([NH:8][C@H:9]([C:16]([OH:18])=[O:17])[CH2:10][CH2:11][S:12]([CH3:15])(=[O:14])=[O:13])=[O:7])([CH3:4])[CH3:3].C1C=CC2N(O)N=NC=2C=1.C1CCC(N=C=NC2CCCCC2)CC1.Cl.[CH2:45]([O:52][C:53](=[O:59])[C@@H:54]1[CH2:58][CH2:57][CH2:56][NH:55]1)[C:46]1[CH:51]=[CH:50][CH:49]=[CH:48][CH:47]=1.CN1CCOCC1>ClCCl>[CH3:4][C:2]([O:5][C:6]([NH:8][C@H:9]([C:16]([OH:18])=[O:17])[CH2:10][CH2:11][S:12]([CH3:15])(=[O:14])=[O:13])=[O:7])([CH3:1])[CH3:3].[CH2:45]([O:52][C:53](=[O:59])[C@@H:54]1[CH2:58][CH2:57][CH2:56][NH:55]1)[C:46]1[CH:47]=[CH:48][CH:49]=[CH:50][CH:51]=1 |f:3.4,7.8|. Procedure: N-Boc-L-methionine sulfone-L-proline-O-benzyl ester was prepared by adding to a solution of N-Boc-L-methionine sulfone (14.0 g, 50.0 mmole) in dichloromethane (150 mL) at 0° C., HOBt (10.1 g, 75 mmole) followed by DCC (11.33 g, 55.0 mmole). The mixture was stirred for 10 minutes, and then L-proline benzyl ester hydrochloride salt (50.0 mmole, 12.0 g) was added followed by NMM (100 mmole, 10.9 mL). The resulting mixture was stirred in an ice bath and allowed to come to room temperature over 12 ho... Reactants: ClC=1N=C(C2=C(N1)C(=NC=N2)SC)NCCCCCC (2-chloro-4-n-hexylamino-8-methylthio-pyrimido[5,4-d]pyrimidine), N1CCNCC1 (piperazine). Run in CS(=O)C (dimethylsulphoxide). The product is C(CCCCC)NC=1C2=C(N=C(N1)N1CCNCC1)C(=NC=N2)SC (4-n-Hexylamino-8-methylthio-2-piperazino-pyrimido[5,4-d]pyrimidine). As a reaction SMILES: Cl[C:2]1[N:3]=[C:4]([NH:14][CH2:15][CH2:16][CH2:17][CH2:18][CH2:19][CH3:20])[C:5]2[N:11]=[CH:10][N:9]=[C:8]([S:12][CH3:13])[C:6]=2[N:7]=1.[NH:21]1[CH2:26][CH2:25][NH:24][CH2:23][CH2:22]1>CS(C)=O>[CH2:15]([NH:14][C:4]1[C:5]2[N:11]=[CH:10][N:9]=[C:8]([S:12][CH3:13])[C:6]=2[N:7]=[C:2]([N:21]2[CH2:26][CH2:25][NH:24][CH2:23][CH2:22]2)[N:3]=1)[CH2:16][CH2:17][CH2:18][CH2:19][CH3:20]. Reported procedure: Prepared analogously to Example 2 from 2-chloro-4-n-hexylamino-8-methylthio-pyrimido[5,4-d]pyrimidine and piperazine in dimethylsulphoxide.